describe an organic reaction: reactants, conditions, products, and yield From a dataset of the Open Reaction Database (ORD), a public repository of structured organic reaction records. Starting materials: solution, C(C(=O)Cl)(=O)Cl (oxalylchloride), N1=C(C=CC=C1C)C (2,6-lutidine), ClC=1C=C(C=CC1S(=O)(=O)C)[C@H](C(=O)NC1=NN(C=C1)CC(=O)O)CC1CCCC1 ({3-[2(R)-(3-chloro-4-methanesulfonyl-phenyl)-3-cyclopentyl-propionylamino]-pyrazol-1-yl}-acetic acid), Cl.CNC (dimethylamine hydrochloride). Solvent: C(Cl)Cl (methylene chloride), C(Cl)Cl (methylene chloride). Conditions: temperature 25 celsius, time 1 hour. Product: ClC=1C=C(C=CC1S(=O)(=O)C)[C@H](C(=O)NC1=NN(C=C1)CC(N(C)C)=O)CC1CCCC1 (2(R)-(3-chloro-4-methanesulfonyl-phenyl)-3-cyclopentyl-N-(1-dimethylcarbamoylmethyl-1H-pyrazol-3-yl)-propionamide). Isolated yield 60.5%. RXN SMILES: [Cl:1][C:2]1[CH:3]=[C:4]([C@@H:12]([CH2:25][CH:26]2[CH2:30][CH2:29][CH2:28][CH2:27]2)[C:13]([NH:15][C:16]2[CH:20]=[CH:19][N:18]([CH2:21][C:22](O)=[O:23])[N:17]=2)=[O:14])[CH:5]=[CH:6][C:7]=1[S:8]([CH3:11])(=[O:10])=[O:9].C(Cl)(=O)C(Cl)=O.[N:37]1[C:42](C)=CC=C[C:38]=1C.Cl.CNC>C(Cl)Cl>[Cl:1][C:2]1[CH:3]=[C:4]([C@@H:12]([CH2:25][CH:26]2[CH2:27][CH2:28][CH2:29][CH2:30]2)[C:13]([NH:15][C:16]2[CH:20]=[CH:19][N:18]([CH2:21][C:22](=[O:23])[N:37]([CH3:42])[CH3:38])[N:17]=2)=[O:14])[CH:5]=[CH:6][C:7]=1[S:8]([CH3:11])(=[O:9])=[O:10] |f:3.4|. Procedure: To a solution containing {3-[2(R)-(3-chloro-4-methanesulfonyl-phenyl)-3-cyclopentyl-propionylamino]-pyrazol-1-yl}-acetic acid (prepared in example 3, 100 mg, 0.22 mmol) in methylene chloride (2 mL), was then added a 2.0 M solution of oxalylchloride in methylene chloride (121 μL, 0.24 mmol) at 0° C. and allowed to stir at 25° C. for 1 h, after which time 2,6-lutidine (28 μL, 0.24 mmol) was added to the solution. After 1 h, dimethylamine hydrochloride (20 mg, 0.24 mmol) was added and the reaction ... Reactants: ClCCl, O=C(Cl)c1ccccc1C(F)(F)F, O=c1[nH]nc2[nH]c(CN3CCCNCC3)nc3cccc1c32. Yields the product O=C(c1ccccc1C(F)(F)F)N1CCCN(Cc2nc3cccc4c(=O)[nH]nc([nH]2)c34)CC1. RXN SMILES: [Cl:36][CH2:37][Cl:38].[F:23][C:24]([c:25]1[c:26]([C:27](=[O:28])[Cl:29])[cH:30][cH:31][cH:32][cH:33]1)([F:34])[F:35].[N:1]1([CH2:8][c:9]2[n:10][c:11]3[cH:12][cH:13][cH:14][c:15]4[c:16](=[O:22])[nH:17][n:18][c:19]([nH:20]2)[c:21]34)[CH2:2][CH2:3][NH:4][CH2:5][CH2:6][CH2:7]1>>[N:1]1([CH2:8][c:9]2[n:10][c:11]3[cH:12][cH:13][cH:14][c:15]4[c:16](=[O:22])[nH:17][n:18][c:19]([nH:20]2)[c:21]34)[CH2:2][CH2:3][N:4]([C:27]([c:26]2[c:25]([C:24]([F:23])([F:34])[F:35])[cH:33][cH:32][cH:31][cH:30]2)=[O:28])[CH2:5][CH2:6][CH2:7]1. Starting materials: [Cl-].[NH4+] (ammonium chloride), BrC=1C=C(C=CC1OC)C1=CC=C(C=C1)C(=O)O (3′-bromo-4′-methoxy-[1,1′-biphenyl]-4-carboxylic acid), CN(C=O)C (dimethylformamide), C1(=CC=CC=C1)C (toluene), C(C(=O)Cl)(=O)Cl (oxalyl chloride). Conditions: temperature 50 celsius, time 2 hour. Yields the product BrC=1C=C(C=CC1OC)C1=CC=C(C=C1)C(=O)OCC(C)(C)C (3′-bromo-4′-methoxy-[1,1′-biphenyl]-4-carboxylic acid, 2,2-dimethylpropyl ester). Reaction SMILES: [Br:1][C:2]1[CH:3]=[C:4]([C:10]2[CH:15]=[CH:14][C:13]([C:16]([OH:18])=[O:17])=[CH:12][CH:11]=2)[CH:5]=[CH:6][C:7]=1[O:8][CH3:9].CN(C)C=O.[C:24](Cl)(=O)C(Cl)=O.[Cl-].[NH4+].[C:32]1([CH3:38])[CH:37]=CC=C[CH:33]=1>>[Br:1][C:2]1[CH:3]=[C:4]([C:10]2[CH:15]=[CH:14][C:13]([C:16]([O:18][CH2:33][C:32]([CH3:38])([CH3:24])[CH3:37])=[O:17])=[CH:12][CH:11]=2)[CH:5]=[CH:6][C:7]=1[O:8][CH3:9] |f:3.4|. Procedure: A stirred mixture of 3′-bromo-4′-methoxy-[1,1′-biphenyl]-4-carboxylic acid (19.2 g, 62.5 mmol) and dimethylformamide (0.1 mL) in toluene (200 mL) at 20° C. is treated with oxalyl chloride (11.0 mL, 126 mmol). The mixture is then heated at 50° C. for 1 h and then evaporated to dryness under reduced pressure. The resulting crude acid chloride is dissolved in dry tetrahydrofuran (250 mL) and added dropwise to a stirred solution of lithium tert-butylate in tetrahydrofuran (prepared by the slow addit... Reactants: C(C)(C)(C)OC(=O)N1[C@H](C(=O)O)CC(C1)=C (1-(tert-butoxycarbonyl)-4-methyleneproline), N(=C=O)CCCCC (1-isocyanatopentane), NC1CN(C1)C(=O)OC(C)(C)C (tert-butyl 3-amino-1-azetidinecarboxylate). The product is C=C1CC(N(C1)C(=O)NCCCCC)C(=O)NC1CN(C1)C(=O)OC(C)(C)C (tert-butyl 3-[({4-methylene-1-[(pentylamino)carbonyl]-2-pyrrolidinyl}carbonyl)amino]-1-azetidinecarboxylate). RXN SMILES: C(O[C:6]([N:8]1[CH2:15][C:14](=[CH2:16])[CH2:13][C@H:9]1[C:10]([OH:12])=O)=[O:7])(C)(C)C.[N:17]([CH2:20][CH2:21][CH2:22][CH2:23][CH3:24])=C=O.[NH2:25][CH:26]1[CH2:29][N:28]([C:30]([O:32][C:33]([CH3:36])([CH3:35])[CH3:34])=[O:31])[CH2:27]1>>[CH2:16]=[C:14]1[CH2:15][N:8]([C:6]([NH:17][CH2:20][CH2:21][CH2:22][CH2:23][CH3:24])=[O:7])[CH:9]([C:10]([NH:25][CH:26]2[CH2:27][N:28]([C:30]([O:32][C:33]([CH3:36])([CH3:35])[CH3:34])=[O:31])[CH2:29]2)=[O:12])[CH2:13]1. Procedure details: Following the general method as outlined in Example 22, starting from 1-(tert-butoxycarbonyl)-4-methyleneproline, 1-isocyanatopentane, and tert-butyl 3-amino-1-azetidinecarboxylate the title compound was obtained in 75% purity by LC/MS. MS(ESI+): m/z=395.2. The reactants are CN(C)c1ccncc1, C(=NC1CCCCC1)=NC1CCCCC1, CC(Cl)Cl, COC(=O)C1=C(C)NC(C)=C(C(=O)O)C1c1cccc([N+](=O)[O-])c1, OCCC=Cc1cccc2ccccc12. Yields the product COC(=O)C1=C(C)NC(C)=C(C(=O)OCCC=Cc2cccc3ccccc23)C1c1cccc([N+](=O)[O-])c1. Reaction SMILES: [CH3:55][N:56]([CH3:57])[c:58]1[cH:59][cH:60][n:61][cH:62][cH:63]1.[CH:25]1([N:26]=[C:27]=[N:28][CH:29]2[CH2:30][CH2:31][CH2:32][CH2:33][CH2:34]2)[CH2:35][CH2:36][CH2:37][CH2:38][CH2:39]1.[Cl:64][CH:65]([Cl:66])[CH3:67].[N+:1](=[O:2])([O-:3])[c:4]1[cH:5][c:6]([CH:10]2[C:11]([C:21](=[O:22])[O:23][CH3:24])=[C:12]([CH3:20])[NH:13][C:14]([CH3:19])=[C:15]2[C:16](=[O:17])[OH:18])[cH:7][cH:8][cH:9]1.[c:40]1([CH:50]=[CH:51][CH2:52][CH2:53][OH:54])[cH:41][cH:42][cH:43][c:44]2[cH:45][cH:46][cH:47][cH:48][c:49]12>>[N+:1](=[O:2])([O-:3])[c:4]1[cH:5][c:6]([CH:10]2[C:11]([C:21](=[O:22])[O:23][CH3:24])=[C:12]([CH3:20])[NH:13][C:14]([CH3:19])=[C:15]2[C:16](=[O:17])[O:54][CH2:53][CH2:52][CH:51]=[CH:50][c:40]2[cH:41][cH:42][cH:43][c:44]3[cH:45][cH:46][cH:47][cH:48][c:49]23)[cH:7][cH:8][cH:9]1. Starting materials: C([O-])([O-])=O.[K+].[K+] (potassium carbonate), NC1=NC(=C(C=C1)F)NC(C)(C)C (2-amino-6-(t-butylamino)-5-fluoropyridine), C(C)OC=C(C(=O)OCC)C(C1=C(C(=C(C(=C1)F)F)Cl)F)=O (ethyl 3-ethoxy-2-(3-chloro-2,4,5-trifluorobenzoyl)acrylate), ClC=1C(=C(C(=O)CC(=O)OCC)C=C(C1F)F)F (ethyl 3-chloro-2,4,5-trifluorobenzoylacetate). The solvent is CN(C=O)C (N,N-dimethylformamide), C(Cl)(Cl)Cl (chloroform). Conditions: temperature 90 celsius, time 20 minute. Product: C(C)(C)(C)NC1=C(C=CC(=N1)N1C=C(C(C2=CC(=C(C(=C12)Cl)F)F)=O)C(=O)OCC)F (ethyl 1-[6-(t-butylamino)-5-fluoropyridine-2-yl]-8-chloro-6,7-difluoro-4-oxo-1,4-dihydroquinoline-3-carboxylate). Reaction SMILES: C(O[CH:4]=[C:5]([C:11](=[O:22])[C:12]1[CH:17]=[C:16]([F:18])[C:15]([F:19])=[C:14]([Cl:20])[C:13]=1F)[C:6]([O:8][CH2:9][CH3:10])=[O:7])C.ClC1C(F)=C(C=C(F)C=1F)C(CC(OCC)=O)=O.[NH2:41][C:42]1[CH:47]=[CH:46][C:45]([F:48])=[C:44]([NH:49][C:50]([CH3:53])([CH3:52])[CH3:51])[N:43]=1.C(=O)([O-])[O-].[K+].[K+]>CN(C)C=O.C(Cl)(Cl)Cl>[C:50]([NH:49][C:44]1[N:43]=[C:42]([N:41]2[C:13]3[C:12](=[CH:17][C:16]([F:18])=[C:15]([F:19])[C:14]=3[Cl:20])[C:11](=[O:22])[C:5]([C:6]([O:8][CH2:9][CH3:10])=[O:7])=[CH:4]2)[CH:47]=[CH:46][C:45]=1[F:48])([CH3:53])([CH3:51])[CH3:52] |f:3.4.5|. Reported procedure: To 2 ml chloroform solution of ethyl 3-ethoxy-2-(3-chloro-2,4,5-trifluorobenzoyl)acrylate prepared from 0.56 g of ethyl 3-chloro-2,4,5-trifluorobenzoylacetate by normal process was added 0.42 g of 2-amino-6-(t-butylamino)-5-fluoropyridine. The solution was concentrated under reduced pressure to obtain yellow solid residue. To this residue were added 0.6 g of anhydrous potassium carbonate and 1.5 ml of N,N-dimethylformamide, and the mixture was stirred at 90° C. for 20 minutes and allowed to cool...